From a dataset of the Open Reaction Database (ORD), a public repository of structured organic reaction records. describe an organic reaction: reactants, conditions, products, and yield RXN SMILES: [Br-:12].[C:1]([N:2]1[CH2:3][CH2:4][CH:5]([C:6]#[N:7])[CH2:8][CH2:9]1)(=[O:10])[CH3:11].[F:13][C:14]([c:15]1[cH:16][cH:17][c:18]([Mg+:21])[cH:19][cH:20]1)([F:22])[F:23].[F:24][C:25]([F:26])([F:27])[c:28]1[cH:37][c:38]([C:29](=[O:30])[CH:31]2[CH2:32][CH2:33][NH:34][CH2:35][CH2:36]2)[cH:39][cH:40][cH:41]1>>[F:13][C:14]([c:15]1[cH:16][cH:17][c:18]([C:29](=[O:30])[CH:31]2[CH2:32][CH2:33][NH:34][CH2:35][CH2:36]2)[cH:19][cH:20]1)([F:22])[F:23]. Yields the product O=C(c1ccc(C(F)(F)F)cc1)C1CCNCC1. Reactants: [Br-], CC(=O)N1CCC(C#N)CC1, FC(F)(F)c1ccc([Mg+])cc1, O=C(c1cccc(C(F)(F)F)c1)C1CCNCC1. Reactants: BrB(Br)Br, O=C([O-])O, COc1cc(-c2cccc(C(F)(F)F)c2)cc(C)c1C(=O)N1CCC(N2CCCC2)CC1, ClCCl, [Na+]. The product is Cc1cc(-c2cccc(C(F)(F)F)c2)cc(O)c1C(=O)N1CCC(N2CCCC2)CC1. Reaction SMILES: [B:33]([Br:34])([Br:35])[Br:36].[C:37](=[O:38])([O-:39])[OH:40].[CH3:1][O:2][c:3]1[cH:4][c:5](-[c:23]2[cH:24][c:25]([C:29]([F:30])([F:31])[F:32])[cH:26][cH:27][cH:28]2)[cH:6][c:7]([CH3:22])[c:8]1[C:9](=[O:10])[N:11]1[CH2:12][CH2:13][CH:14]([N:17]2[CH2:18][CH2:19][CH2:20][CH2:21]2)[CH2:15][CH2:16]1.[Cl:42][CH2:43][Cl:44].[Na+:41]>>[OH:2][c:3]1[cH:4][c:5](-[c:23]2[cH:24][c:25]([C:29]([F:30])([F:31])[F:32])[cH:26][cH:27][cH:28]2)[cH:6][c:7]([CH3:22])[c:8]1[C:9](=[O:10])[N:11]1[CH2:12][CH2:13][CH:14]([N:17]2[CH2:18][CH2:19][CH2:20][CH2:21]2)[CH2:15][CH2:16]1. The reactants are COC(=O)C1=CN=C(S1)Br (2-bromo-1,3-thiazole-5-carboxylic acid methyl ester), Br[Zn]C1=NC=CC=C1 (bromo-(pyridine-2-yl)-zinc). The reagents and catalysts are C=1C=CC(=CC1)[P](C=2C=CC=CC2)(C=3C=CC=CC3)[Pd]([P](C=4C=CC=CC4)(C=5C=CC=CC5)C=6C=CC=CC6)([P](C=7C=CC=CC7)(C=8C=CC=CC8)C=9C=CC=CC9)[P](C=1C=CC=CC1)(C=1C=CC=CC1)C=1C=CC=CC1 (Pd(PPh3)4). The solvent is C1CCOC1 (THF). Product: COC(=O)C1=CN=C(S1)C1=NC=CC=C1 (2-Pyridin-2-yl-thiazol-5-carboxylic acid methyl ester). RXN SMILES: [CH3:1][O:2][C:3]([C:5]1[S:9][C:8](Br)=[N:7][CH:6]=1)=[O:4].Br[Zn][C:13]1[CH:18]=[CH:17][CH:16]=[CH:15][N:14]=1>C1COCC1.C1C=CC([P]([Pd]([P](C2C=CC=CC=2)(C2C=CC=CC=2)C2C=CC=CC=2)([P](C2C=CC=CC=2)(C2C=CC=CC=2)C2C=CC=CC=2)[P](C2C=CC=CC=2)(C2C=CC=CC=2)C2C=CC=CC=2)(C2C=CC=CC=2)C2C=CC=CC=2)=CC=1>[CH3:1][O:2][C:3]([C:5]1[S:9][C:8]([C:13]2[CH:18]=[CH:17][CH:16]=[CH:15][N:14]=2)=[N:7][CH:6]=1)=[O:4] |^1:27,29,48,67|. Reported procedure: To a suspension of 2-bromo-1,3-thiazole-5-carboxylic acid methyl ester (0.5 g, 2.25 mmol) and Pd(PPh3)4 (0.13 g, 0.11 mmol) in THF (12.5 ml) was added bromo-(pyridine-2-yl)-zinc (6.75 ml, 0.5M THF solution) under inert gas atmosphere. The reaction mixture was irradiated under microwave conditions at 120° C. for 10 min. The solvent was removed and the product was obtained after purification by silica gel chromatography using a heptane/ethyl acetate gradient as yellow crystals (0.34 g, 68%) MS: M=... The product is [Si](C)(C)(C(C)(C)C)O[C@H]1C[C@@H](CC2=CC=C3[C@@H]4CC=C([C@@]4(C)CC[C@@H]3[C@@]12C)CSCCC(C)(C)O)O[Si](C)(C)C(C)(C)C (1α,3β-bis(tert-butyldimethylsilyloxy)-17-(3-hydroxy-3-methylbutylthiomethyl)androsta-5,7,16-triene). The yield is 93.0%. As a reaction SMILES: C([S:4][CH2:5][C:6]1[C@:7]2([CH2:24][CH2:23][C@H:22]3[C:12](=[CH:13][CH:14]=[C:15]4[C@:20]3([CH3:21])[C@@H:19]([O:25][Si:26]([C:29]([CH3:32])([CH3:31])[CH3:30])([CH3:28])[CH3:27])[CH2:18][C@H:17]([O:33][Si:34]([C:37]([CH3:40])([CH3:39])[CH3:38])([CH3:36])[CH3:35])[CH2:16]4)[C@@H:9]2[CH2:10][CH:11]=1)[CH3:8])(=O)C.Br[CH2:42][CH2:43][C:44]([OH:47])([CH3:46])[CH3:45].CO.[OH-].[K+]>O1CCCC1>[Si:26]([O:25][C@@H:19]1[C@@:20]2([CH3:21])[C:15](=[CH:14][CH:13]=[C:12]3[C@@H:22]2[CH2:23][CH2:24][C@@:7]2([CH3:8])[C@H:9]3[CH2:10][CH:11]=[C:6]2[CH2:5][S:4][CH2:42][CH2:43][C:44]([OH:47])([CH3:46])[CH3:45])[CH2:16][C@@H:17]([O:33][Si:34]([C:37]([CH3:38])([CH3:39])[CH3:40])([CH3:36])[CH3:35])[CH2:18]1)([C:29]([CH3:31])([CH3:32])[CH3:30])([CH3:28])[CH3:27] |f:2.3.4|. Procedure: 17-Acetylthiomethyl-1α,3β-bis(tert-butyldimethylsilyloxy)androsta-5,7,16-triene (67.7 mg, 0.112 mmol), 1-bromo-3-hydroxy-3-methylbutane (93.5 mg, 0.560 mmol), 1M potassium hydroxide methanol solution (1 ml) and tetrahydrofuran (1 ml) were subjected to reaction using a procedure similar to that of Example 31(1) (at room temperature for 30 min.), worked up and purified by preparative thin layer chromatography (2 sheets (each 0.5 mm thickness), hexane:ethyl acetate=3:1, developed once) to give the ... Starting materials: C(C)(=O)SCC=1[C@]2(C)[C@@H](CC1)C1=CC=C3C[C@H](C[C@@H]([C@]3(C)[C@H]1CC2)O[Si](C)(C)C(C)(C)C)O[Si](C)(C)C(C)(C)C (17-Acetylthiomethyl-1α,3β-bis(tert-butyldimethylsilyloxy)androsta-5,7,16-triene), BrCCC(C)(C)O (1-bromo-3-hydroxy-3-methylbutane), CO.[OH-].[K+] (potassium hydroxide methanol). Run in O1CCCC1 (tetrahydrofuran). Yields the product Cc1c(C)c2c(c(C)c1O)CCC(C)(C(=O)NCC(C)C)O2. As a reaction SMILES: [C:19]([n:20]1[cH:21][cH:22][n:23][cH:24]1)([n:25]1[cH:26][cH:27][n:28][cH:29]1)=[O:30].[CH2:31]([CH:32]([CH3:33])[CH3:34])[NH2:35].[OH:1][c:2]1[c:3]([CH3:18])[c:4]2[c:9]([c:10]([CH3:13])[c:11]1[CH3:12])[O:8][C:7]([C:14](=[O:15])[OH:16])([CH3:17])[CH2:6][CH2:5]2>>[OH:1][c:2]1[c:3]([CH3:18])[c:4]2[c:9]([c:10]([CH3:13])[c:11]1[CH3:12])[O:8][C:7]([C:14](=[O:16])[NH:35][CH2:31][CH:32]([CH3:33])[CH3:34])([CH3:17])[CH2:6][CH2:5]2. Reactants: O=C(n1ccnc1)n1ccnc1, CC(C)CN, Cc1c(C)c2c(c(C)c1O)CCC(C)(C(=O)O)O2. Starting materials: C[C@@H]1NC[C@H]1OC1=CC(=CC=C1)C(F)(F)F (trans-2-methyl-3-[3-(trifluoromethyl)phenoxy]azetidine), CN=C=O (methyl isocyanate), O (water). Run in O1CCCC1 (tetrahydrofuran). Conditions: time 16 hour. Yields the product CNC(=O)N1[C@H]([C@@H](C1)OC1=CC(=CC=C1)C(F)(F)F)C (trans-N,2-Dimethyl-3-[3-(trifluoromethyl)phenoxy]-1-azetidinecarboxamide). Yield: 91.4%. RXN SMILES: [CH3:1][C@H:2]1[C@H:5]([O:6][C:7]2[CH:12]=[CH:11][CH:10]=[C:9]([C:13]([F:16])([F:15])[F:14])[CH:8]=2)[CH2:4][NH:3]1.[CH3:17][N:18]=[C:19]=[O:20].O>O1CCCC1>[CH3:17][NH:18][C:19]([N:3]1[CH2:4][C@@H:5]([O:6][C:7]2[CH:12]=[CH:11][CH:10]=[C:9]([C:13]([F:14])([F:16])[F:15])[CH:8]=2)[C@@H:2]1[CH3:1])=[O:20]. Reported procedure: A stirred solution of 6 g (0.015 mole) of crude trans-2-methyl-3-[3-(trifluoromethyl)phenoxy]azetidine in 50 ml of tetrahydrofuran was treated with 0.94 g (0.0165 mole of methyl isocyanate added dropwise and stirred for 16 hr under a blanket of nitrogen. Dilution of the reaction mixture with water produced an oil which solidified. After decanting the aqueous tetrahydrofuran phase, the solid residue was recrystallized from ethanol-water to yield 3.95 g (91.4%) of fine white crystals, m.p. 104.5°-... Reaction conditions: temperature -20 celsius. Run in C(C)O (ethanol), CO (methanol). Procedure details: To a mixture of chlorobenzene (1500 g, 13.3 moles) and aluminum chloride (1080 g, 8.1 moles), a mixture of acetyl chloride (473 g, 6.0 moles) and cyclohexene (555 g, 6.8 moles) was dropwise added in about 3 hours while maintaining the temperature at a level of not higher than -20° C. After the dropwise addition, the reaction system was brought to room temperature. After the termination of the generation of hydrogen chloride gas, the reaction mixture was poured into 5 l of 1:1 hydrochloric acid. ... Isolated yield 11.6%. The reactants are Cl (hydrogen chloride), Cl (hydrochloric acid), ClC1=CC=CC=C1 (chlorobenzene), [Cl-].[Al+3].[Cl-].[Cl-] (aluminum chloride), C(C)(=O)Cl (acetyl chloride), C1=CCCCC1 (cyclohexene). Product: ClC1=CC=C(C=C1)[C@@H]1CC[C@H](CC1)C(C)=O (trans-4-(p-chlorophenyl)-1-acetyl-cyclohexane). Reaction SMILES: [Cl:1][C:2]1[CH:7]=[CH:6][CH:5]=[CH:4][CH:3]=1.[Cl-].[Al+3].[Cl-].[Cl-].[C:12](Cl)(=[O:14])[CH3:13].[CH:16]1[CH2:21][CH2:20][CH2:19][CH2:18][CH:17]=1.Cl>C(O)C.CO>[Cl:1][C:2]1[CH:7]=[CH:6][C:5]([C@H:16]2[CH2:21][CH2:20][C@H:19]([C:12](=[O:14])[CH3:13])[CH2:18][CH2:17]2)=[CH:4][CH:3]=1 |f:1.2.3.4|. The reactants are BrBr (Bromine), C1(=CC=CC=C1)P(C1=CC=CC=C1)C1=CC=CC=C1 (triphenylphosphine), ClC=1C=C(C=CC1)C(CN(S(=O)(=O)C1=CC=CC=C1)C)CCCO (N-(2-(3-chlorophenyl)-5-hydroxypentyl)-N-methylbenzenesulfonamide). Run in C(C)#N (acetonitrile), C(C)#N (acetonitrile). Conditions: time 1 hour. The product is BrCCCC(CN(S(=O)(=O)C1=CC=CC=C1)C)C1=CC(=CC=C1)Cl (N-(5-Bromo-2-(3-chlorophenyl)pentyl)-N-methylbenzenesulfonamide). RXN SMILES: [Br:1]Br.C1(P(C2C=CC=CC=2)C2C=CC=CC=2)C=CC=CC=1.[Cl:22][C:23]1[CH:24]=[C:25]([CH:29]([CH2:42][CH2:43][CH2:44]O)[CH2:30][N:31]([CH3:41])[S:32]([C:35]2[CH:40]=[CH:39][CH:38]=[CH:37][CH:36]=2)(=[O:34])=[O:33])[CH:26]=[CH:27][CH:28]=1>C(#N)C>[Br:1][CH2:44][CH2:43][CH2:42][CH:29]([C:25]1[CH:26]=[CH:27][CH:28]=[C:23]([Cl:22])[CH:24]=1)[CH2:30][N:31]([CH3:41])[S:32]([C:35]1[CH:40]=[CH:39][CH:38]=[CH:37][CH:36]=1)(=[O:34])=[O:33]. Reported procedure: Bromine was added to a solution of triphenylphosphine (41.4 mg, 0.158 mmol) in 0.50 mL of acetonitrile until the red color persisted, and a small additional quantity of triphenylphorsphine was then added to consume the excess bromine. A solution of N-(2-(3-chlorophenyl)-5-hydroxypentyl)-N-methylbenzenesulfonamide (38.7 mg, 0.105 mmol) in 0.3 mL of acetonitrile was added. After stirring for 1 h, the reaction was quenched by a solution of sodium sulfite (20 mg) dissolved in 1.0 mL of water. The mi... Starting materials: CC(=O)O, O=[N+]([O-])c1c(NCc2ccccc2)cc(C2CC2)nc1Cl, [Fe], O. Yields the product Nc1c(NCc2ccccc2)cc(C2CC2)nc1Cl. RXN SMILES: [C:23]([OH:24])(=[O:25])[CH3:26].[CH2:1]([c:2]1[cH:3][cH:4][cH:5][cH:6][cH:7]1)[NH:8][c:9]1[c:10]([N+:19]([O-:20])=[O:21])[c:11]([Cl:18])[n:12][c:13]([CH:15]2[CH2:16][CH2:17]2)[cH:14]1.[Fe:27].[OH2:22]>>[CH2:1]([c:2]1[cH:3][cH:4][cH:5][cH:6][cH:7]1)[NH:8][c:9]1[c:10]([NH2:19])[c:11]([Cl:18])[n:12][c:13]([CH:15]2[CH2:16][CH2:17]2)[cH:14]1. Reactants: CP(OC)(=O)OC (Dimethyl methanephosphonate), C(C)(C)(C)[Si](OCC(=O)OCCCC)(C)C (n-butyl (t-butyl-dimethyl-silanyloxy)-acetate), C(CCC)[Li] (n-butyllithium), ice. The solvent is O1CCCC1 (tetrahydrofuran), O1CCCC1 (tetrahydrofuran), O1CCCC1 (tetrahydrofuran). Reaction conditions: temperature -30 celsius, time 2 hour. The product is C(C)(C)(C)[Si](OCCCP(OC)(OC)=O)(C)C (Dimethyl [3-(t-butyl-dimethyl-silanyloxy)-propyl]-phosphonate). Reaction SMILES: [CH3:1][P:2]([O:6][CH3:7])(=[O:5])[O:3][CH3:4].C([Li])CCC.[C:13]([Si:17]([CH3:28])([CH3:27])[O:18][CH2:19][C:20](OCCCC)=O)([CH3:16])([CH3:15])[CH3:14]>O1CCCC1>[C:13]([Si:17]([CH3:28])([CH3:27])[O:18][CH2:19][CH2:20][CH2:1][P:2](=[O:5])([O:6][CH3:7])[O:3][CH3:4])([CH3:16])([CH3:15])[CH3:14]. Reported procedure: Dimethyl methanephosphonate (70 ml; 634.8 mmol) was placed in tetrahydrofuran (1.6 l) at −75° C. and treated at this temperature with 1.6M n-butyllithium in tetrahydrofuran (437 ml; 700 mmol). After 1.5 hours at −75° C. n-butyl (t-butyl-dimethyl-silanyloxy)-acetate (52.1 g; 211.6 mmol) in tetrahydrofuran (110 ml) was added and the batch was stirred for 2 hours at −30° C. The reaction mixture was subsequently poured into 1N ice-cold aqueous hydrochloric acid (800 ml) and extracted rapidly with et...